This data is from the Open Reaction Database (ORD), a public repository of structured organic reaction records. The task is: describe an organic reaction: reactants, conditions, products, and yield The reactants are CN1CCCC1=O, [Na+], O=C(Nc1cc(Oc2cc(F)c(NC(=O)C3(C(=O)OCc4ccccc4)CC3)cc2F)ccn1)Oc1ccccc1, OC1CCNC1, O=C([O-])O. Product: O=C(Nc1cc(Oc2cc(F)c(NC(=O)C3(C(=O)OCc4ccccc4)CC3)cc2F)ccn1)N1CCC(O)C1. Reaction SMILES: [CH3:53][N:54]1[CH2:55][CH2:56][CH2:57][C:58]1=[O:59].[Na+:48].[O:7]([c:9]1[cH:10][cH:11][cH:12][cH:13][cH:15]1)[C:14](=[O:8])[NH:16][c:17]1[n:18][cH:19][cH:20][c:21]([O:23][c:24]2[cH:25][c:26]([F:47])[c:27]([NH:31][C:32](=[O:33])[C:34]3([C:37](=[O:38])[O:39][CH2:40][c:41]4[cH:42][cH:43][cH:44][cH:45][cH:46]4)[CH2:35][CH2:36]3)[cH:28][c:29]2[F:30])[cH:22]1.[OH:1][CH:2]1[CH2:3][NH:4][CH2:5][CH2:6]1.[OH:49][C:50](=[O:51])[O-:52]>>[OH:1][CH:2]1[CH2:3][N:4]([C:14](=[O:7])[NH:16][c:17]2[n:18][cH:19][cH:20][c:21]([O:23][c:24]3[cH:25][c:26]([F:47])[c:27]([NH:31][C:32](=[O:33])[C:34]4([C:37](=[O:38])[O:39][CH2:40][c:41]5[cH:42][cH:43][cH:44][cH:45][cH:46]5)[CH2:35][CH2:36]4)[cH:28][c:29]3[F:30])[cH:22]2)[CH2:5][CH2:6]1. Starting materials: O=C(NC1=C(F)C(F)=C(C(F)=C1F)C(F)(F)F)C(C)(CC)CC. Reagents/catalysts: O1B(OC(C)(C)C1(C)C)B2OC(C)(C)C(O2)(C)C, [B-](F)(F)(F)F.CC[N+](CC)(CC)CC, O=C(O)C, N=1C(OC)=CC(OC)=C2C=CC=CC12, [K].O=C(O)O, [Pd].O=C(O)C. The solvent is N#CC. Reaction conditions: temperature 80 celsius, time 15 hour. Product: O=C(NC1=C(F)C(F)=C(C(F)=C1F)C(F)(F)F)C(CB2OC(C)(C)C(O2)(C)C)(CC)CC. Isolated yield 76.0%. The reactants are COC=1C=C2C(C(=CNC2=CC1OC)C(=O)NN1C(NCC1)=O)=O (1,4-dihydro-6,7-dimethoxy-4-oxo-N-(2-oxo-1-imidazolidinyl)-3-quinolinecarboxamide), B(Br)(Br)Br (boron tribromide). Run in ClCCl (dichloromethane). Run at time 3 day. Yields the product OC=1C=C2C(C(=CNC2=CC1O)C(=O)NN1C(NCC1)=O)=O (1,4-Dihydro-6,7-dihydroxy-4-oxo-N-(2-oxo-1-imidazolidinyl)-3-quinolinecarboxamide). The yield is 87.0%. As a reaction SMILES: C[O:2][C:3]1[CH:4]=[C:5]2[C:10](=[CH:11][C:12]=1[O:13]C)[NH:9][CH:8]=[C:7]([C:15]([NH:17][N:18]1[CH2:22][CH2:21][NH:20][C:19]1=[O:23])=[O:16])[C:6]2=[O:24].B(Br)(Br)Br>ClCCl>[OH:2][C:3]1[CH:4]=[C:5]2[C:10](=[CH:11][C:12]=1[OH:13])[NH:9][CH:8]=[C:7]([C:15]([NH:17][N:18]1[CH2:22][CH2:21][NH:20][C:19]1=[O:23])=[O:16])[C:6]2=[O:24]. Reported procedure: To a suspension of 1,4-dihydro-6,7-dimethoxy-4-oxo-N-(2-oxo-1-imidazolidinyl)-3-quinolinecarboxamide (23.1 g, 69.5 mmol) in 1.2 l of dichloromethane, a solution of boron tribromide (104.5 g, 417 mmol) was added dropwise at 0° C. After stirring for 3 days at room temperature, the precipitate was filtered off, washed with dichloromethane and was then added to 300 ml of methanol under ice cooling. After stirring for 2 hours, the solid was filtered off, washed with methanol and dried in vacuo. Yield... Starting materials: C(C)(C)(C)[Si](OC1=CC=C(C=C1)C=1C(=CC=C(C1O)OC)C=O)(C)C (4′-(Tert-Butyl-Dimethyl-Silanyloxy)-6-Hydroxy-5-Methoxy-Biphenyl-2-Carbaldehyde), BrBr (Br2), C(=C)OCC (ethyl vinyl ether), C(C)(C)N(CC)C(C)C (diisopropylethyamine). Run in C(Cl)Cl (CH2Cl2), C(Cl)Cl (CH2Cl2). Run at time 15 minute. Product: BrCC(OC=1C(=CC=C(C1C1=CC=C(C=C1)O[Si](C)(C)C(C)(C)C)C=O)OC)OCC (6-(2-Bromo-1-Ethoxy-Ethoxy)-4′-(Tert-Butyl-Dimethyl-Silanyloxy)-5-Methoxy-Biphenyl-2-Carbaldehyde). Isolated yield 97.4%. As a reaction SMILES: [Br:1]Br.[CH:3]([O:5][CH2:6][CH3:7])=[CH2:4].C(N(C(C)C)CC)(C)C.[C:17]([Si:21]([CH3:41])([CH3:40])[O:22][C:23]1[CH:28]=[CH:27][C:26]([C:29]2[C:30]([CH:38]=[O:39])=[CH:31][CH:32]=[C:33]([O:36][CH3:37])[C:34]=2[OH:35])=[CH:25][CH:24]=1)([CH3:20])([CH3:19])[CH3:18]>C(Cl)Cl>[Br:1][CH2:4][CH:3]([O:5][CH2:6][CH3:7])[O:35][C:34]1[C:33]([O:36][CH3:37])=[CH:32][CH:31]=[C:30]([CH:38]=[O:39])[C:29]=1[C:26]1[CH:25]=[CH:24][C:23]([O:22][Si:21]([C:17]([CH3:20])([CH3:19])[CH3:18])([CH3:41])[CH3:40])=[CH:28][CH:27]=1. Reported procedure: To a solution of Br2 (0.397 mL, 7.74 mmol) in CH2Cl2 (30 mL) at 0° C. was added drop-wise ethyl vinyl ether (0.92 mL, 9.68 mmol) until the solution turned colorless. The mixture was stirred for 15 min and diisopropylethyamine (2.71 mL, 15.48 mmol) was added followed by a drop-wise addition of a solution of 11 (1.5 g, 3.87 mmol) in CH2Cl2 (15 mL) The mixture was stirred for 12 h under an argon atmosphere to give an orange-red solution. After complete consumption of staring material, as determined... The reactants are NC1=C(C(=O)OCCOC)C=C(C=C1C)Br (2-methoxyethyl 2-amino-5-bromo-3-methylbenzoate), [Cu](C#N)C#N (copper cyanide). Run in CN1C(CCC1)=O (N-methylpyrrolidone). Yields the product NC1=C(C(=O)OCCOC)C=C(C=C1C)C#N (2-methoxyethyl 2-amino-5-cyano-3-methylbenzoate). Yield: 12.1%. As a reaction SMILES: [NH2:1][C:2]1[C:14]([CH3:15])=[CH:13][C:12](Br)=[CH:11][C:3]=1[C:4]([O:6][CH2:7][CH2:8][O:9][CH3:10])=[O:5].[Cu](C#N)[C:18]#[N:19]>CN1CCCC1=O>[NH2:1][C:2]1[C:14]([CH3:15])=[CH:13][C:12]([C:18]#[N:19])=[CH:11][C:3]=1[C:4]([O:6][CH2:7][CH2:8][O:9][CH3:10])=[O:5]. Reported procedure: The above-described method (Example 2) was repeated to react 2-methoxyethyl 2-amino-5-bromo-3-methylbenzoate (5.00 g, 15.88 mmol) with copper cyanide (1.49 g, 16.67 mmol) in N-methylpyrrolidone at 170° C. for 6 hours. Following working up similar to Example 2 and additional extraction with ethyl acetate and washing with aqueous 5% ethylenediamine solution, 2-methoxyethyl 2-amino-5-cyano-3-methylbenzoate (0.45 g, 11.6% of theory, 95.6 area % LC) was obtained as a brown solid. Starting materials: COC(C(=CC1=CC(=CC(=C1)OC)OC)C1=CC=C(C=C1)OC1=CC=C(C=C1)C=O)=O (3-(3,5-Dimethoxyphenyl)-2-[4-(4-formylphenoxy)-phenyl]-acrylic acid methyl ester), [BH4-].[Na+] (sodium borohydride). Solvent: C(C)O (ethanol). Reaction conditions: time 1 hour. Yields the product COC(C(=CC1=CC(=CC(=C1)OC)OC)C1=CC=C(C=C1)OC1=CC=C(C=C1)CO)=O (3-(3,5-Dimethoxyphenyl)-2[4-(4-hydroxymethylphenoxy)-phenyl]-acrylic acid methyl ester). Isolated yield 101.9%. As a reaction SMILES: [CH3:1][O:2][C:3](=[O:31])[C:4]([C:16]1[CH:21]=[CH:20][C:19]([O:22][C:23]2[CH:28]=[CH:27][C:26]([CH:29]=[O:30])=[CH:25][CH:24]=2)=[CH:18][CH:17]=1)=[CH:5][C:6]1[CH:11]=[C:10]([O:12][CH3:13])[CH:9]=[C:8]([O:14][CH3:15])[CH:7]=1.[BH4-].[Na+]>C(O)C>[CH3:1][O:2][C:3](=[O:31])[C:4]([C:16]1[CH:21]=[CH:20][C:19]([O:22][C:23]2[CH:24]=[CH:25][C:26]([CH2:29][OH:30])=[CH:27][CH:28]=2)=[CH:18][CH:17]=1)=[CH:5][C:6]1[CH:11]=[C:10]([O:12][CH3:13])[CH:9]=[C:8]([O:14][CH3:15])[CH:7]=1 |f:1.2|. Procedure: Compound 9 (5.0 g, 11.9 mmol) was suspended in anhydrous ethanol (60 mL) at room temperature and sodium borohydride (0.23 g, 6.1 mmol) was added with efficient stirring. Reaction was complete in 1 h, solvent was evaporated and the residue was dissolved in ethyl acetate. The organic layer was extracted with water (50 mL), brine (25 mL), dried on anhydrous magnesium sulfate, filtered and solvent was evaporated to yield the title compound 12 as white solid (5.1 g, 100%): mp 93-95° C.; 1H NMR (400 M...